This data is from the Open Reaction Database (ORD), a public repository of structured organic reaction records. The task is: describe an organic reaction: reactants, conditions, products, and yield The reactants are Cl (hydrogen chloride), ClC=1C=C(C=CC1)C(CNCCNC=1C=C(C=CC1)C1=CC(=CC=C1)C(=O)O)O (3′-(2 (2 (3 chlorophenyl)-2-hydroxyethylamino)ethylamino)biphenyl-3-carboxylic acid), O.[OH-].[Li+] (lithium hydroxide monohydrate), COC(=O)C=1C=C(C=CC1)C1=CC(=CC=C1)NCCNC[C@H](O)C1=CC(=CC=C1)Cl ((R)-3′-{2-[2-(3-chloro-phenyl)-2-hydroxy-ethylamino]ethylamino}-biphenyl-3-carboxylic acid methyl ester). Solvent: O (water), C(C)O (ethanol). Run at time 16 hour. Product: ClC=1C=C(C=CC1)[C@H](CNCCNC=1C=C(C=CC1)C1=CC(=CC=C1)C(=O)O)O ((R)-3′-(2-(2-(3-Chlorophenyl)-2-hydroxyethylamino)ethylamino)biphenyl-3-carboxylic acid). The yield is 41.4%. RXN SMILES: [Cl:1][C:2]1[CH:3]=[C:4]([CH:8]([OH:29])[CH2:9][NH:10][CH2:11][CH2:12][NH:13][C:14]2[CH:15]=[C:16]([C:20]3[CH:25]=[CH:24][CH:23]=[C:22]([C:26]([OH:28])=[O:27])[CH:21]=3)[CH:17]=[CH:18][CH:19]=2)[CH:5]=[CH:6][CH:7]=1.O.[OH-].[Li+].COC(C1C=C(C2C=CC=C(NCCNC[C@@H](C3C=CC=C(Cl)C=3)O)C=2)C=CC=1)=O.Cl>O.C(O)C>[Cl:1][C:2]1[CH:3]=[C:4]([C@@H:8]([OH:29])[CH2:9][NH:10][CH2:11][CH2:12][NH:13][C:14]2[CH:15]=[C:16]([C:20]3[CH:25]=[CH:24][CH:23]=[C:22]([C:26]([OH:28])=[O:27])[CH:21]=3)[CH:17]=[CH:18][CH:19]=2)[CH:5]=[CH:6][CH:7]=1 |f:1.2.3|. Procedure details: 3′-(2 (2 (3 chlorophenyl)-2-hydroxyethylamino)ethylamino)biphenyl-3-carboxylic acid (solabegron): A solution of 10% lithium hydroxide monohydrate in water (2 mL) was added to a solution of (R)-3′-{2-[2-(3-chloro-phenyl)-2-hydroxy-ethylamino]ethylamino}-biphenyl-3-carboxylic acid methyl ester (50 mg, 0.12 mmol, 1.00 equiv) in ethanol (4 mL). The solution was stirred at ambient temperature for about 16 hours, and then the pH value of the solution was adjusted to 7-8 with concentrated hydrogen chlo...